From a dataset of the Open Reaction Database (ORD), a public repository of structured organic reaction records. describe an organic reaction: reactants, conditions, products, and yield Starting materials: ClC1=C(C#N)C=C(C(=N1)Cl)Cl (2,5,6-trichloronicotinonitrile), CCN(C(C)C)C(C)C (DIEA), C1(CC1)C1=CC(=NN1)N (5-cyclopropyl-1H-pyrazol-3-amine). Solvent: CCCCO (n-BuOH). Conditions: temperature 60 celsius, time 1 hour. Product: ClC1=C(C#N)C=C(C(=N1)NC1=NNC(=C1)C1CC1)Cl (2,5-Dichloro-6-(5-cyclopropyl-1H-pyrazol-3-ylamino)nicotinonitrile). Yield: 43.9%. RXN SMILES: [Cl:1][C:2]1[N:9]=[C:8](Cl)[C:7]([Cl:11])=[CH:6][C:3]=1[C:4]#[N:5].CCN(C(C)C)C(C)C.[CH:21]1([C:24]2[NH:28][N:27]=[C:26]([NH2:29])[CH:25]=2)[CH2:23][CH2:22]1>CCCCO>[Cl:1][C:2]1[N:9]=[C:8]([NH:29][C:26]2[CH:25]=[C:24]([CH:21]3[CH2:23][CH2:22]3)[NH:28][N:27]=2)[C:7]([Cl:11])=[CH:6][C:3]=1[C:4]#[N:5]. Procedure: To a solution of 2,5,6-trichloronicotinonitrile (Method 44, 1.0 g, 4.8 mmol) and DIEA (0.81 g, 6.2 mmol) in n-BuOH (5 ml) was added 5-cyclopropyl-1H-pyrazol-3-amine (2.3 g, 19.3 mmol). The reaction was heated to 60° C. for 2 hours, at which point the reaction was cooled to room temperature and concentrated. The resulting residue was diluted with 10 ml ACN, and stored at 0° C. for 1 hour. The solids that formed were then filtered, washed with cold ACN, dried and collected to give the title compou... Reactants: CC(C)(C)n1cc(C(=O)O)c(=O)c2cc(F)c(F)cc21, Cl, O=C(NC1CCNC1)C(F)(F)F, C1CCC2=NCCCN2CC1, c1ccncc1. Yields the product CC(C)(C)n1cc(C(=O)O)c(=O)c2cc(F)c(N3CCC(NC(=O)C(F)(F)F)C3)cc21. Reaction SMILES: [CH3:1][C:2]([CH3:3])([CH3:4])[n:5]1[cH:6][c:7]([C:18](=[O:19])[OH:20])[c:8](=[O:17])[c:9]2[cH:10][c:11]([F:16])[c:12]([F:15])[cH:13][c:14]12.[ClH:21].[F:22][C:23]([C:24](=[O:25])[NH:26][CH:27]1[CH2:28][NH:29][CH2:30][CH2:31]1)([F:32])[F:33].[N:34]12[CH2:35][CH2:36][CH2:37][N:38]=[C:39]1[CH2:40][CH2:41][CH2:42][CH2:43][CH2:44]2.[cH:45]1[cH:46][cH:47][n:48][cH:49][cH:50]1>>[CH3:1][C:2]([CH3:3])([CH3:4])[n:5]1[cH:6][c:7]([C:18](=[O:19])[OH:20])[c:8](=[O:17])[c:9]2[cH:10][c:11]([F:16])[c:12]([N:29]3[CH2:28][CH:27]([NH:26][C:24]([C:23]([F:22])([F:32])[F:33])=[O:25])[CH2:31][CH2:30]3)[cH:13][c:14]12. Starting materials: C(C1=CC=CC=C1)(=O)NC1=CC=C(C=C1)C1=CC=C2CN(C(C2=C1)=O)[C@H](C(=O)O)C(C)C ((S)-2-(6-(4-Benzamidophenyl)-1-oxoisoindolin-2-yl)-3-methylbutanoic acid), CC([C@@H](C(=O)OC)N1C(C2=CC(=CC=C2C1)C1=NC=C(C=C1)NC(=O)C=1OC(=CN1)C1=CC=CC=C1)=O)C ((S)-Methyl 3-methyl-2-(1-oxo-6-(5-(5-phenyloxazole-2-carboxamido)pyridin-2-yl)isoindolin-2-yl)butanoate). Yields the product CC([C@@H](C(=O)O)N1C(C2=CC(=CC=C2C1)C1=NC=C(C=C1)NC(=O)C=1OC(=CN1)C1=CC=CC=C1)=O)C ((S)-3-Methyl-2-(1-oxo-6-(5-(5-phenyloxazole-2-carboxamido)pyridin-2-yl)isoindolin-2-yl)butanoic acid). Yield: 77.0%. RXN SMILES: C(NC1C=CC(C2C=C3C(CN([C@@H](C(C)C)C(O)=O)C3=O)=CC=2)=CC=1)(=O)C1C=CC=CC=1.[CH3:33][CH:34]([CH3:70])[C@H:35]([N:40]1[CH2:48][C:47]2[C:42](=[CH:43][C:44]([C:49]3[CH:54]=[CH:53][C:52]([NH:55][C:56]([C:58]4[O:59][C:60]([C:63]5[CH:68]=[CH:67][CH:66]=[CH:65][CH:64]=5)=[CH:61][N:62]=4)=[O:57])=[CH:51][N:50]=3)=[CH:45][CH:46]=2)[C:41]1=[O:69])[C:36]([O:38]C)=[O:37]>>[CH3:33][CH:34]([CH3:70])[C@H:35]([N:40]1[CH2:48][C:47]2[C:42](=[CH:43][C:44]([C:49]3[CH:54]=[CH:53][C:52]([NH:55][C:56]([C:58]4[O:59][C:60]([C:63]5[CH:68]=[CH:67][CH:66]=[CH:65][CH:64]=5)=[CH:61][N:62]=4)=[O:57])=[CH:51][N:50]=3)=[CH:45][CH:46]=2)[C:41]1=[O:69])[C:36]([OH:38])=[O:37]. Procedure: The compound of example 635 was prepared analogous to the compound of example 98 by hydrolysis of compound of example 634. Starting materials: O=C(O)c1c(F)cc(Br)cc1F, c1cc(N2CCNCC2)ncc1C1CC1. Product: O=C(c1c(F)cc(Br)cc1F)N1CCN(c2ccc(C3CC3)cn2)CC1. As a reaction SMILES: [Br:1][c:2]1[cH:3][c:4]([F:12])[c:5]([C:6](=[O:7])[OH:8])[c:9]([F:11])[cH:10]1.[CH:13]1([c:16]2[cH:17][cH:18][c:19]([N:22]3[CH2:23][CH2:24][NH:25][CH2:26][CH2:27]3)[n:20][cH:21]2)[CH2:14][CH2:15]1>>[Br:1][c:2]1[cH:3][c:4]([F:12])[c:5]([C:6](=[O:8])[N:25]2[CH2:24][CH2:23][N:22]([c:19]3[cH:18][cH:17][c:16]([CH:13]4[CH2:14][CH2:15]4)[cH:21][n:20]3)[CH2:27][CH2:26]2)[c:9]([F:11])[cH:10]1. Reaction SMILES: [CH3:1][O:2][c:3]1[cH:4][c:5]([CH2:6][N:7]([CH2:8][CH:9]([OH:10])[c:11]2[cH:12][c:13]3[cH:14][cH:15][cH:16][cH:17][c:18]3[cH:19][cH:20]2)[CH3:21])[cH:22][cH:23][cH:24]1.[CH3:25][S:26](=[O:27])(=[O:28])[OH:29].[Cl:32][CH2:33][Cl:34].[Na+:31].[OH-:30]>>[CH3:1][O:2][c:3]1[cH:4][c:5]2[c:22]([cH:23][cH:24]1)[CH:9]([c:11]1[cH:12][c:13]3[cH:14][cH:15][cH:16][cH:17][c:18]3[cH:19][cH:20]1)[CH2:8][N:7]([CH3:21])[CH2:6]2. Starting materials: COc1cccc(CN(C)CC(O)c2ccc3ccccc3c2)c1, CS(=O)(=O)O, ClCCl, [Na+], [OH-]. The product is COc1ccc2c(c1)CN(C)CC2c1ccc2ccccc2c1. Reactants: Cc1ccc(Cl)cc1Br, C1CCOC1, [Li]CCCC, O=CN1CCCCC1. Yields the product Cc1ccc(Cl)cc1C=O. As a reaction SMILES: [Br:1][c:2]1[c:3]([CH3:9])[cH:4][cH:5][c:6]([Cl:8])[cH:7]1.[CH2:23]1[O:24][CH2:25][CH2:26][CH2:27]1.[CH3:10][CH2:11][CH2:12][CH2:13][Li:14].[CH:15](=[O:16])[N:17]1[CH2:18][CH2:19][CH2:20][CH2:21][CH2:22]1>>[c:2]1([CH:15]=[O:16])[c:3]([CH3:9])[cH:4][cH:5][c:6]([Cl:8])[cH:7]1. Reactants: C(C)[Mg]Br (ethyl magnesium bromide), butyl ester, CN1CC(CCC1=O)(C1=CC=CC=C1)NC(O)=O (rac-(1-Methyl-6-oxo-3-phenyl-piperidin-3-yl)-carbamic acid). The reagents and catalysts are CC([O-])C.[Ti+4].CC([O-])C.CC([O-])C.CC([O-])C (titanium isopropoxide). Solvent: C1CCOC1 (THF), C1CCOC1 (THF), CCOCC (ether), C1CCOC1 (THF). Conditions: time 2 minute. Yields the product C(C)(C)(C)OC(NC1(CN(C2(CC2)CC1)C)C1=CC=CC=C1)=O (rac-(4-Methyl-6-phenyl-4-aza-spiro[2.5]oct-6-yl)-carbamic acid tert-butyl ester). Yield: 11.0%. RXN SMILES: [CH2:1]([Mg]Br)[CH3:2].[CH3:5][N:6]1[C:11](=O)[CH2:10][CH2:9][C:8]([NH:19][C:20](=[O:22])[OH:21])([C:13]2[CH:18]=[CH:17][CH:16]=[CH:15][CH:14]=2)[CH2:7]1>CCOCC.C1COCC1.CC(C)[O-].[Ti+4].CC(C)[O-].CC(C)[O-].CC(C)[O-]>[C:8]([O:21][C:20](=[O:22])[NH:19][C:8]1([C:13]2[CH:18]=[CH:17][CH:16]=[CH:15][CH:14]=2)[CH2:9][CH2:10][C:11]2([CH2:2][CH2:1]2)[N:6]([CH3:5])[CH2:7]1)([CH3:13])([CH3:9])[CH3:7] |f:4.5.6.7.8|. Procedure: A solution of 333 ul (1.0 mmol) of a 3M ethyl magnesium bromide solution in ether in 4 ml THF was cooled to −70° C. A solution of 124 ul (0.42 mmol) titanium isopropoxide in 0.4 ml THF was added dropwise. The light brown mixture was stirred for 2 minutes. A solution of 122 mg (0.4 mmol) rac-(1-Methyl-6-oxo-3-phenyl-piperidin-3-yl)-carbamic acid ter!-butyl ester (example A.22, step 2) in 2.4 ml THF was added dropwise. The mixture was allowed to warm to room temperature and was stirred for 3 hours...